Dataset: the Open Reaction Database (ORD), a public repository of structured organic reaction records. Task: describe an organic reaction: reactants, conditions, products, and yield The reactants are CCN(C(C)C)C(C)C, CN(C)C=O, COc1cc(C(=O)O)ccc1Nc1ncc2c(n1)N(C1CCCC1)CC(F)(F)C(=O)N2C, CN1CCC(N)CC1, O. Product: COc1cc(C(=O)NC2CCN(C)CC2)ccc1Nc1ncc2c(n1)N(C1CCCC1)CC(F)(F)C(=O)N2C. As a reaction SMILES: [CH2:33]([N:34]([CH:35]([CH3:36])[CH3:37])[CH:38]([CH3:39])[CH3:40])[CH3:41].[CH3:50][N:51]([CH3:52])[CH:53]=[O:54].[CH:1]1([N:6]2[c:7]3[c:8]([cH:17][n:18][c:19]([NH:21][c:22]4[c:23]([O:31][CH3:32])[cH:24][c:25]([C:26](=[O:27])[OH:28])[cH:29][cH:30]4)[n:20]3)[N:9]([CH3:16])[C:10](=[O:15])[C:11]([F:13])([F:14])[CH2:12]2)[CH2:2][CH2:3][CH2:4][CH2:5]1.[NH2:42][CH:43]1[CH2:44][CH2:45][N:46]([CH3:49])[CH2:47][CH2:48]1.[OH2:55]>>[CH:1]1([N:6]2[c:7]3[c:8]([cH:17][n:18][c:19]([NH:21][c:22]4[c:23]([O:31][CH3:32])[cH:24][c:25]([C:26](=[O:27])[NH:42][CH:43]5[CH2:44][CH2:45][N:46]([CH3:49])[CH2:47][CH2:48]5)[cH:29][cH:30]4)[n:20]3)[N:9]([CH3:16])[C:10](=[O:15])[C:11]([F:13])([F:14])[CH2:12]2)[CH2:2][CH2:3][CH2:4][CH2:5]1. Starting materials: CC(C)C(O)C1CC(N(C(=O)[O-])C(C)(C)C)CCC1NC(=O)CNC(=O)c1cccc(C(F)(F)F)c1, ClCCl, O=C(O)C(F)(F)F. The product is CC(C)C(O)C1CC(N)CCC1NC(=O)CNC(=O)c1cccc(C(F)(F)F)c1. As a reaction SMILES: [C:1]([N:5]([C:2](=[O:3])[O-:4])[CH:9]1[CH2:10][CH:11]([CH:32]([CH:33]([CH3:34])[CH3:35])[OH:36])[CH:12]([NH:15][C:16]([CH2:17][NH:18][C:19]([c:20]2[cH:21][c:22]([C:26]([F:27])([F:28])[F:29])[cH:23][cH:24][cH:25]2)=[O:30])=[O:31])[CH2:13][CH2:14]1)([CH3:6])([CH3:7])[CH3:8].[Cl:44][CH2:45][Cl:46].[F:37][C:38]([F:39])([F:40])[C:41]([OH:42])=[O:43]>>[NH2:5][CH:9]1[CH2:10][CH:11]([CH:32]([CH:33]([CH3:34])[CH3:35])[OH:36])[CH:12]([NH:15][C:16]([CH2:17][NH:18][C:19]([c:20]2[cH:21][c:22]([C:26]([F:27])([F:28])[F:29])[cH:23][cH:24][cH:25]2)=[O:30])=[O:31])[CH2:13][CH2:14]1. The reactants are ClCC1=NOC(=N1)C1=CC=CC=C1 (3-chloromethyl-5-phenyl-[1,2,4]oxadiazole), O=C1CC(N(C2=C(N1CC(=O)N(C1=CC=CC=C1)C(C)C)C=CC=C2)C2=CC=CC=C2)=O (2-(2,4-Dioxo-5-phenyl-2,3,4,5-tetrahydro-benzo[b][1,4]diazepin-1-yl)-N-isopropyl-N-phenyl acetamide), solution. Run in CN(C)C=O (DMF), C1(=CC=CC=C1)C (toluene). Conditions: time 5 minute. Yields the product O=C1C(C(N(C2=C(N1CC(=O)N(C1=CC=CC=C1)C(C)C)C=CC=C2)C2=CC=CC=C2)=O)CC2=NOC(=N2)C2=CC=CC=C2 (2-[2,4-Dioxo-5-phenyl-3-(5-phenyl-[1,2,4]oxadiazol-3-ylmethyl)-2,3,4,5-tetrahydro-benzo[b][1,4]diazepin-1-yl]-N-isopropyl-N-phenyl acetamide). Yield: 42.1%. Reaction SMILES: [O:1]=[C:2]1[N:8]([CH2:9][C:10]([N:12]([CH:19]([CH3:21])[CH3:20])[C:13]2[CH:18]=[CH:17][CH:16]=[CH:15][CH:14]=2)=[O:11])[C:7]2[CH:22]=[CH:23][CH:24]=[CH:25][C:6]=2[N:5]([C:26]2[CH:31]=[CH:30][CH:29]=[CH:28][CH:27]=2)[C:4](=[O:32])[CH2:3]1.Cl[CH2:34][C:35]1[N:39]=[C:38]([C:40]2[CH:45]=[CH:44][CH:43]=[CH:42][CH:41]=2)[O:37][N:36]=1>CN(C=O)C.C1(C)C=CC=CC=1>[O:1]=[C:2]1[N:8]([CH2:9][C:10]([N:12]([CH:19]([CH3:21])[CH3:20])[C:13]2[CH:18]=[CH:17][CH:16]=[CH:15][CH:14]=2)=[O:11])[C:7]2[CH:22]=[CH:23][CH:24]=[CH:25][C:6]=2[N:5]([C:26]2[CH:31]=[CH:30][CH:29]=[CH:28][CH:27]=2)[C:4](=[O:32])[CH:3]1[CH2:34][C:35]1[N:39]=[C:38]([C:40]2[CH:41]=[CH:42][CH:43]=[CH:44][CH:45]=2)[O:37][N:36]=1. Reported procedure: To a stirring solution of 200 mg (0.47 mmol) of 2-(2,4-Dioxo-5-phenyl-2,3,4,5-tetrahydro-benzo[b][1,4]diazepin-1-yl)-N-isopropyl-N-phenyl acetamide in 4 mL DMF at 0° C. is added dropwise 0.98 mL (0.49 mmol, 1.05 equiv) of a 0.5N solution of KN(TMS)2 in toluene. The resulting solution is stirred 5 min, then 100 mg (0.51 mmol, 1.1 equiv) of 3-chloromethyl-5-phenyl-[1,2,4]oxadiazole is added. The reaction mixture is stirred 30 min at 0° C. then 14 h at RT. The reaction mixture is quenched with 1 mL... Starting materials: O (water), C(C)(=O)S[C@H](C(=O)NCC1=C(N=C(N1CC1=C(C=C(C=C1)C=1C(=CC=CC1)C(=O)O)F)OCC)CC)CC(C)C (4′-{5-[((S)-2-acetylsulfanyl-4-methylpentanoylamino)methyl]-2-ethoxy-4-ethylimidazol-1-ylmethyl}-3′-fluorobiphenyl-2-carboxylic acid), C([C@H]([C@@H](CS)O)O)S (DTT), CC(=O)O (AcOH). Run in CO (MeOH). Run at temperature 0 celsius, time 30 minute. Product: C(C)OC=1N(C(=C(N1)CC)CNC([C@H](CC(C)C)S)=O)CC1=C(C=C(C=C1)C=1C(=CC=CC1)C(=O)O)F (4′-{2-Ethoxy-4-ethyl-5-[((S)-2-mercapto-4-methylpentanoylamino)methyl]imidazol-1-ylmethyl}-3′-fluorobiphenyl-2-carboxylic Acid). The yield is 56.9%. RXN SMILES: C([S:4][C@@H:5]([CH2:37][CH:38]([CH3:40])[CH3:39])[C:6]([NH:8][CH2:9][C:10]1[N:14]([CH2:15][C:16]2[CH:21]=[CH:20][C:19]([C:22]3[C:23]([C:28]([OH:30])=[O:29])=[CH:24][CH:25]=[CH:26][CH:27]=3)=[CH:18][C:17]=2[F:31])[C:13]([O:32][CH2:33][CH3:34])=[N:12][C:11]=1[CH2:35][CH3:36])=[O:7])(=O)C.C(S)[C@@H](O)[C@H](O)CS.CC(O)=O.O>CO>[CH2:33]([O:32][C:13]1[N:14]([CH2:15][C:16]2[CH:21]=[CH:20][C:19]([C:22]3[C:23]([C:28]([OH:30])=[O:29])=[CH:24][CH:25]=[CH:26][CH:27]=3)=[CH:18][C:17]=2[F:31])[C:10]([CH2:9][NH:8][C:6](=[O:7])[C@@H:5]([SH:4])[CH2:37][CH:38]([CH3:39])[CH3:40])=[C:11]([CH2:35][CH3:36])[N:12]=1)[CH3:34]. Procedure details: Crystalline 4′-{5-[((S)-2-acetylsulfanyl-4-methylpentanoylamino)methyl]-2-ethoxy-4-ethylimidazol-1-ylmethyl}-3′-fluorobiphenyl-2-carboxylic acid (2.3 g, 4 mmol, 1 eq.) and DTT (62 mg, 0.4 mmol, 0.1 eq.) was dissolved in MeOH (30 mL). The resulting solution was degassed with nitrogen (3 times) and cooled at 0° C. NaOMe (25% in MeOH, 1.7 mL) was added and the mixture was stirred at 0° C. for 30 minutes. AcOH (3 g, 50 mmol, 4 eq.) was added to quench the reaction at 0° C. The mixture was warmed to ... Starting materials: O=C([O-])[O-], O=C([O-])O, C1CCNC1, CN1CCCC1=O, Cc1cc2ccccc2n1-c1ccc(OCCCCl)cc1, [I-], [K+], [K+], [K+], [Na+]. Yields the product Cc1cc2ccccc2n1-c1ccc(OCCCN2CCCC2)cc1. RXN SMILES: [C:27](=[O:28])([O-:29])[O-:30].[C:42](=[O:43])([OH:44])[O-:45].[CH2:22]1[CH2:23][CH2:24][NH:25][CH2:26]1.[CH3:35][N:36]1[CH2:37][CH2:38][CH2:39][C:40]1=[O:41].[Cl:1][CH2:2][CH2:3][CH2:4][O:5][c:6]1[cH:7][cH:8][c:9](-[n:12]2[c:13]([CH3:21])[cH:14][c:15]3[cH:16][cH:17][cH:18][cH:19][c:20]23)[cH:10][cH:11]1.[I-:34].[K+:31].[K+:32].[K+:33].[Na+:46]>>[CH2:2]([CH2:3][CH2:4][O:5][c:6]1[cH:7][cH:8][c:9](-[n:12]2[c:13]([CH3:21])[cH:14][c:15]3[cH:16][cH:17][cH:18][cH:19][c:20]23)[cH:10][cH:11]1)[N:25]1[CH2:24][CH2:23][CH2:22][CH2:26]1.